describe an organic reaction: reactants, conditions, products, and yield From a dataset of the Open Reaction Database (ORD), a public repository of structured organic reaction records. Product: O=c1cc(O)cnn1Cc1ccccc1. The reactants are O=c1c(Cl)c(O)cnn1Cc1ccccc1, [Na+], [OH-]. RXN SMILES: [CH2:1]([c:2]1[cH:3][cH:4][cH:5][cH:6][cH:7]1)[n:8]1[n:9][cH:10][c:11]([OH:16])[c:12]([Cl:15])[c:13]1=[O:14].[Na+:18].[OH-:17]>>[CH2:1]([c:2]1[cH:3][cH:4][cH:5][cH:6][cH:7]1)[n:8]1[n:9][cH:10][c:11]([OH:16])[cH:12][c:13]1=[O:14]. Starting materials: ClC=1C=C(C=CC1Cl)N=C=S (3,4-Dichlorophenylisothiocyanate), CN1CC(CCC1)CN1CCNCC1 (1-[(1-methylpiperidin-3-yl)methyl]piperazine), solution, C[Si](C)(C)[NH-].[Na+] (sodium(trimethylsilyl)amide). Run in C(Cl)(Cl)Cl (chloroform), C1CCOC1 (THF). Conditions: time 10 minute. The product is ClC=1C=C(C=CC1Cl)NC(=S)N1CCN(CC1)CC1CN(CCC1)C (N-(3,4-Dichlorophenyl)-4-[(1-methylpiperidin-3-yl)methyl]piperazine-1-carbothioamide). Reaction SMILES: [CH3:1][N:2]1[CH2:7][CH2:6][CH2:5][CH:4]([CH2:8][N:9]2[CH2:14][CH2:13][NH:12][CH2:11][CH2:10]2)[CH2:3]1.C[Si]([NH-])(C)C.[Na+].[Cl:21][C:22]1[CH:23]=[C:24]([N:29]=[C:30]=[S:31])[CH:25]=[CH:26][C:27]=1[Cl:28]>C(Cl)(Cl)Cl.C1COCC1>[Cl:21][C:22]1[CH:23]=[C:24]([NH:29][C:30]([N:12]2[CH2:13][CH2:14][N:9]([CH2:8][CH:4]3[CH2:5][CH2:6][CH2:7][N:2]([CH3:1])[CH2:3]3)[CH2:10][CH2:11]2)=[S:31])[CH:25]=[CH:26][C:27]=1[Cl:28] |f:1.2|. Reported procedure: To a solution of 1-[(1-methylpiperidin-3-yl)methyl]piperazine (400 mg) in chloroform (10 ml) was added a 2M solution of sodium(trimethylsilyl)amide in THF (2.2 ml). The resulting solution was stirred at room temperature for 10 minutes. 3,4-Dichlorophenylisothiocyanate (0.44 ml) was added and mixture stirred at room temperature for 1 hour. The reaction was quench with water (1 ml) then concentrated in vacuo before being separated between ethyl acetate (100 ml) and saturated sodium bicarbonate sol...